This data is from the Open Reaction Database (ORD), a public repository of structured organic reaction records. The task is: describe an organic reaction: reactants, conditions, products, and yield Starting materials: C(CC(O)(C(=O)[O-])CC(=O)[O-])(=O)[O-].[K+].[K+].[K+] (Potassium citrate), C(C)(=O)[O-].[La+3].C(C)(=O)[O-].C(C)(=O)[O-] (lanthanum acetate), ( 1 ), C(C)(=O)[O-].[La+3].C(C)(=O)[O-].C(C)(=O)[O-] (lanthanum acetate), Teflon. The solvent is O (DI water), O (DI water). Yields the product C(CC(O)(C(=O)[O-])CC(=O)[O-])(=O)[O-].[La+3] (lanthanum citrate). Yield: 100.0%. As a reaction SMILES: C([O-])(=O)C.[La+3:5].C([O-])(=O)C.C([O-])(=O)C.[C:14]([O-:26])(=[O:25])[CH2:15][C:16]([CH2:21][C:22]([O-:24])=[O:23])([C:18]([O-:20])=[O:19])[OH:17].[K+].[K+].[K+]>O>[C:14]([O-:26])(=[O:25])[CH2:15][C:16]([CH2:21][C:22]([O-:24])=[O:23])([C:18]([O-:20])=[O:19])[OH:17].[La+3:5] |f:0.1.2.3,4.5.6.7,9.10|. Procedure details: In one embodiment for the synthesis of (La,K,□)2Nb2(O,□)7 (OH)2; (□=vacancies) (1), lanthanum acetate (0.42 g, 1.35 mmol) is dissolved in 4 grams of DI water by stirring in a 23 ml Teflon cup for a Parr reactor, which is a closed-cell reactor suitable for use in hydrothermal synthesis. Other reaction vessels or reactors that are suitable for use for reactions conducted under pressure and at elevated temperatures may be used. Potassium citrate, tribasic (0.44 g, 1.35 mmol) is dissolved in 3 grams... Reactants: O=C=Nc1ccc(C(F)(F)F)c(Cl)c1, CC1NCCN(CC(O)CC(=O)N2CCC3(CC3)C(O)C2)C1=O. Yields the product CC1C(=O)N(CC(O)CC(=O)N2CCC3(CC3)C(O)C2)CCN1C(=O)Nc1ccc(C(F)(F)F)c(Cl)c1. Reaction SMILES: [Cl:24][c:25]1[c:26]([C:34]([F:35])([F:36])[F:37])[cH:27][cH:28][c:29]([N:31]=[C:32]=[O:33])[cH:30]1.[OH:1][CH:2]([CH2:3][N:4]1[C:5](=[O:11])[CH:6]([CH3:10])[NH:7][CH2:8][CH2:9]1)[CH2:12][C:13](=[O:14])[N:15]1[CH2:16][CH:17]([OH:23])[C:18]2([CH2:19][CH2:20]2)[CH2:21][CH2:22]1>>[OH:1][CH:2]([CH2:3][N:4]1[C:5](=[O:11])[CH:6]([CH3:10])[N:7]([C:32]([NH:31][c:29]2[cH:28][cH:27][c:26]([C:34]([F:35])([F:36])[F:37])[c:25]([Cl:24])[cH:30]2)=[O:33])[CH2:8][CH2:9]1)[CH2:12][C:13](=[O:14])[N:15]1[CH2:16][CH:17]([OH:23])[C:18]2([CH2:19][CH2:20]2)[CH2:21][CH2:22]1. Reactants: Clc1cccc(OC2CCN(Cc3ccccc3)C2)c1, O=C(Cl)Cl, C1CCOC1, c1ccccc1. The product is O=C(Cl)N1CCC(Oc2cccc(Cl)c2)C1. RXN SMILES: [CH2:11]([c:12]1[cH:13][cH:14][cH:15][cH:16][cH:17]1)[N:18]1[CH2:19][CH:20]([O:23][c:24]2[cH:25][c:26]([Cl:30])[cH:27][cH:28][cH:29]2)[CH2:21][CH2:22]1.[Cl:7][C:8]([Cl:9])=[O:10].[O:31]1[CH2:32][CH2:33][CH2:34][CH2:35]1.[cH:1]1[cH:2][cH:3][cH:4][cH:5][cH:6]1>>[Cl:7][C:8](=[O:10])[N:18]1[CH2:19][CH:20]([O:23][c:24]2[cH:25][c:26]([Cl:30])[cH:27][cH:28][cH:29]2)[CH2:21][CH2:22]1. Starting materials: COC1=CC=C(C2=C1N=C(S2)N)CN2CCOCC2 (4-methoxy-7-morpholin-4-ylmethyl-benzothiazol-2-ylamine), CC1=CC=C(S1)C(=O)Cl (5-methyl-thiophene-2-carboxylic acid chloride). Run in N1=CC=CC=C1 (pyridine). Yields the product COC1=CC=C(C2=C1N=C(S2)NC(=O)C=2SC(=CC2)C)CN2CCOCC2 (5-Methyl-thiophene-2-carboxylic acid (4-methoxy-7-morpholin-4-ylmethyl-benzothiazol-2-yl)-amide). Reaction SMILES: [CH3:1][O:2][C:3]1[C:8]2[N:9]=[C:10]([NH2:12])[S:11][C:7]=2[C:6]([CH2:13][N:14]2[CH2:19][CH2:18][O:17][CH2:16][CH2:15]2)=[CH:5][CH:4]=1.[CH3:20][C:21]1[S:25][C:24]([C:26](Cl)=[O:27])=[CH:23][CH:22]=1>N1C=CC=CC=1>[CH3:1][O:2][C:3]1[C:8]2[N:9]=[C:10]([NH:12][C:26]([C:24]3[S:25][C:21]([CH3:20])=[CH:22][CH:23]=3)=[O:27])[S:11][C:7]=2[C:6]([CH2:13][N:14]2[CH2:19][CH2:18][O:17][CH2:16][CH2:15]2)=[CH:5][CH:4]=1. Procedure details: Using 4-methoxy-7-morpholin-4-ylmethyl-benzothiazol-2-ylamine and 5-methyl-thiophene-2-carboxylic acid chloride in pyridine the title compound was obtained as a yellow solid (53% yield), MS: m/e=404.4 (M+H+).